From a dataset of the Open Reaction Database (ORD), a public repository of structured organic reaction records. describe an organic reaction: reactants, conditions, products, and yield The reactants are FC1=CC=C(C=C1)N (4-fluoro-phenylamine), Cl (hydrochloric acid), C(C)C(C(=O)OCC)C(=O)C (ethyl 2-ethylacetoacetate), [OH-].[K+] (potassium hydroxide), N(=O)[O-].[Na+] (sodium nitrite). Solvent: O (water), C(C)O (ethanol), O (water), O (water). Run at temperature 0 celsius, time 3 hour. Yields the product FC=1C=C2C(=C(NC2=CC1)C(=O)OCC)C (ethyl 5-fluoro-3-methyl-1H-indole-2-carboxylate). As a reaction SMILES: [F:1][C:2]1[CH:7]=[CH:6][C:5]([NH2:8])=[CH:4][CH:3]=1.Cl.N([O-])=O.[Na+].[CH2:14]([CH:16](C(C)=O)[C:17]([O:19][CH2:20][CH3:21])=[O:18])[CH3:15].[OH-].[K+]>O.C(O)C>[F:1][C:2]1[CH:7]=[C:6]2[C:5](=[CH:4][CH:3]=1)[NH:8][C:16]([C:17]([O:19][CH2:20][CH3:21])=[O:18])=[C:14]2[CH3:15] |f:2.3,5.6|. Reported procedure: To a mixture of 4-fluoro-phenylamine (9 g, 81 mmol), concentrated hydrochloric acid (20.4 mL), and water (35.1 mL) was added sodium nitrite (6.3 g, 89.1 mmol) dissolved in water (7.8 mL). In a separate flask ethyl 2-ethylacetoacetate (14.4 g, 89.1 mmol) in ethanol (63.6 mL) at 0° C. was treated with potassium hydroxide (5.1 g, 89.1 mmol) in water (7.5 mL) and ice and the above solution added. The pH of the reaction was adjusted to 5-6 and the reaction stirred at 0° C. for 3 hours and then stored...